This data is from the Open Reaction Database (ORD), a public repository of structured organic reaction records. The task is: describe an organic reaction: reactants, conditions, products, and yield The reactants are N(N)C1=NC=C(C=C1)Cl (2-hydrazino-5-chloropyridine), FC(C(CC(=O)OCC)=O)(F)F (ethyl trifluoroacetoacetate). Solvent: C(C)(=O)O (acetic acid). The product is ClC=1C=CC(=NC1)N1N=C(C=C1O)C(F)(F)F (1-(5-chloro-2-pyridyl)-3-trifluoromethyl-5-hydroxy-pyrazole). Isolated yield 53.9%. Reaction SMILES: [NH:1]([C:3]1[CH:8]=[CH:7][C:6]([Cl:9])=[CH:5][N:4]=1)[NH2:2].[F:10][C:11]([F:21])([F:20])[C:12](=O)[CH2:13][C:14](OCC)=[O:15]>C(O)(=O)C>[Cl:9][C:6]1[CH:7]=[CH:8][C:3]([N:1]2[C:14]([OH:15])=[CH:13][C:12]([C:11]([F:21])([F:20])[F:10])=[N:2]2)=[N:4][CH:5]=1. Procedure details: A mixture of 1.445 g (10 mmol) of 2-hydrazino-5-chloropyridine and ethyl trifluoroacetoacetate (1.5 ml; 10 mmol) in 5 ml of acetic acid was refluxed overnight with stirring under nitrogen and then cooled. The mixture was concentrated in vacuo, the residue was diluted with ethyl acetate, and the solid mixture was filtered. The filtrate was washed with saturated sodium bicarbonate solution, the aqueous layer was extracted with ethyl acetate, and the combined organic layer was dried over magnesium ... Reactants: FC(C(=C(C(F)(F)F)Cl)Br)(F)F (1,1,1,4,4,4-Hexafluoro-2-bromo-3-chloro-2-butene), [OH-].[Na+] (sodium hydroxide). As a reaction SMILES: [F:1][C:2]([F:12])([F:11])[C:3](Br)=[C:4](Cl)[C:5]([F:8])([F:7])[F:6].[OH-].[Na+]>O1CCCC1.[Ni]>[F:1][C:2]([F:12])([F:11])[CH2:3][CH2:4][C:5]([F:8])([F:7])[F:6] |f:1.2|. Isolated yield 58.5%. Reagents/catalysts: [Ni] (Raney nickel). Solvent: O1CCCC1 (tetrahydrofuran). Reported procedure: 1,1,1,4,4,4-Hexafluoro-2-bromo-3-chloro-2-butene (10 g, 36 mmole) in 50 ml tetrahydrofuran was hydrogenated in the presence of sodium hydroxide (3.0 g) and Raney nickel (5 g) at a temperature of 20° to 40° C. and under a hydrogen pressure of 20 to 40 bar. The reaction mixture was worked up as in Example B, producing 3.5 g (59% of theory) of 1,1,1,4,4,4-hexafluorobutane. The product is FC(CCC(F)(F)F)(F)F (1,1,1,4,4,4-hexafluorobutane). Product: CC(C)(C)OC(=O)NCCCNS(=O)(=O)c1c(Cl)ccc(N)c1O. The reactants are CC(C)(C)OC(=O)NCCCNS(=O)(=O)c1c(Cl)ccc([N+](=O)[O-])c1O, [H][H]. Reaction SMILES: [C:1]([CH3:2])([CH3:3])([CH3:4])[O:5][C:6](=[O:7])[NH:8][CH2:9][CH2:10][CH2:11][NH:12][S:13](=[O:14])(=[O:15])[c:16]1[c:17]([OH:26])[c:18]([N+:23]([O-:24])=[O:25])[cH:19][cH:20][c:21]1[Cl:22].[H:27][H:28]>>[C:1]([CH3:2])([CH3:3])([CH3:4])[O:5][C:6](=[O:7])[NH:8][CH2:9][CH2:10][CH2:11][NH:12][S:13](=[O:14])(=[O:15])[c:16]1[c:17]([OH:26])[c:18]([NH2:23])[cH:19][cH:20][c:21]1[Cl:22]. RXN SMILES: [CH3:36][S:37](=[O:38])[CH3:39].[Na:32][C:33]#[N:34].[OH2:35].[c:12]1([C:18](=[CH:19][CH2:20][CH2:21][CH2:22][CH2:23][CH2:24][OH:25])[c:26]2[cH:27][n:28][cH:29][cH:30][cH:31]2)[cH:13][cH:14][cH:15][cH:16][cH:17]1.[c:1]1([CH3:2])[cH:3][cH:4][c:5]([S:6]([O-:7])(=[O:8])=[O:9])[cH:10][cH:11]1>>[c:12]1([C:18](=[CH:19][CH2:20][CH2:21][CH2:22][CH2:23][CH2:24][C:33]#[N:34])[c:26]2[cH:27][n:28][cH:29][cH:30][cH:31]2)[cH:13][cH:14][cH:15][cH:16][cH:17]1. Product: N#CCCCCCC=C(c1ccccc1)c1cccnc1. Starting materials: CS(C)=O, N#C[Na], O, OCCCCCC=C(c1ccccc1)c1cccnc1, Cc1ccc(S(=O)(=O)[O-])cc1.